This data is from the Open Reaction Database (ORD), a public repository of structured organic reaction records. The task is: describe an organic reaction: reactants, conditions, products, and yield Starting materials: C(C1=CC=CC=C1)(C1=CC=CC=C1)C1CCNCC1 (4-benzhydrylpiperidine), C1(COCC(=O)O1)=O (diglycolic anhydride). Solvent: ClCCl (dichloromethane), ClCCl (dichloromethan). The product is C(C1=CC=CC=C1)(C1=CC=CC=C1)C1CCN(CC1)C(COCC(=O)O)=O ([2-(4-benzhydrylpiperidino)-2-oxoethoxy]acetic acid). RXN SMILES: [CH:1]([CH:14]1[CH2:19][CH2:18][NH:17][CH2:16][CH2:15]1)([C:8]1[CH:13]=[CH:12][CH:11]=[CH:10][CH:9]=1)[C:2]1[CH:7]=[CH:6][CH:5]=[CH:4][CH:3]=1.[C:20]1(=[O:27])[O:26][C:24](=[O:25])[CH2:23][O:22][CH2:21]1>ClCCl>[CH:1]([CH:14]1[CH2:19][CH2:18][N:17]([C:24](=[O:25])[CH2:23][O:22][CH2:21][C:20]([OH:27])=[O:26])[CH2:16][CH2:15]1)([C:8]1[CH:9]=[CH:10][CH:11]=[CH:12][CH:13]=1)[C:2]1[CH:3]=[CH:4][CH:5]=[CH:6][CH:7]=1. Procedure details: In a similar operation, 5.0 grams (20 millimoles) of 4-benzhydrylpiperidine in 140 milliliters of dichloromethane was reacted with 2.3 grams (20 millimoles) of diglycolic anhydride in 200 milliliters of dichloromethan to obtain the desired [2-(4-benzhydrylpiperidino)-2-oxoethoxy]acetic acid product as a white solid which after purifying with ethyl acetate-hexane mixture had a m.p. of 139.5°-141° C. The reactants are COC(=O)c1c2cc(OC)ccc2nc2cc3ccccc3cc12, CO, [Na+], [OH-]. The product is COc1ccc2nc3cc4ccccc4cc3c(C(=O)O)c2c1. As a reaction SMILES: [CH3:1][O:2][c:3]1[cH:4][cH:5][c:6]2[n:7][c:8]3[cH:9][c:10]4[c:11]([cH:12][c:13]3[c:14]([C:17](=[O:18])[O:19][CH3:20])[c:15]2[cH:16]1)[cH:21][cH:22][cH:23][cH:24]4.[CH3:27][OH:28].[Na+:26].[OH-:25]>>[CH3:1][O:2][c:3]1[cH:4][cH:5][c:6]2[n:7][c:8]3[cH:9][c:10]4[c:11]([cH:12][c:13]3[c:14]([C:17](=[O:18])[OH:19])[c:15]2[cH:16]1)[cH:21][cH:22][cH:23][cH:24]4. Starting materials: N#Cc1ccc2[nH]ccc2c1, CCO, Cl, NO, [Na+], O=C([O-])O. Product: N=C(NO)c1ccc2[nH]ccc2c1. RXN SMILES: [C:1](#[N:2])[c:3]1[cH:4][c:5]2[cH:6][cH:7][nH:8][c:9]2[cH:10][cH:11]1.[CH3:20][CH2:21][OH:22].[ClH:14].[NH2:12][OH:13].[Na+:19].[O-:15][C:16]([OH:17])=[O:18]>>[C:1](=[NH:2])([c:3]1[cH:4][c:5]2[cH:6][cH:7][nH:8][c:9]2[cH:10][cH:11]1)[NH:12][OH:13].